From a dataset of the Open Reaction Database (ORD), a public repository of structured organic reaction records. describe an organic reaction: reactants, conditions, products, and yield Starting materials: C(C1=CC=CC=C1)OC(=O)C1CN(CC1)CC1=CN=C(S1)NC(=O)N(C1CCCCC1)C1CCCCC1 (1-[2-(3,3-Dicyclohexyl-ureido)-thiazol-5-ylmethyl]-pyrrolidine-3-carboxylic acid benzyl ester). Reagents/catalysts: [Pd] (palladium on carbon). The solvent is CO (MeOH). The product is C1(CCCCC1)N(C(NC=1SC(=CN1)CN1CC(CC1)C(=O)O)=O)C1CCCCC1 (1-[2-(3,3-Dicyclohexyl-ureido)-thiazol-5-ylmethyl]-pyrrolidine-3-carboxylic acid). As a reaction SMILES: C([O:8][C:9]([CH:11]1[CH2:15][CH2:14][N:13]([CH2:16][C:17]2[S:21][C:20]([NH:22][C:23]([N:25]([CH:32]3[CH2:37][CH2:36][CH2:35][CH2:34][CH2:33]3)[CH:26]3[CH2:31][CH2:30][CH2:29][CH2:28][CH2:27]3)=[O:24])=[N:19][CH:18]=2)[CH2:12]1)=[O:10])C1C=CC=CC=1>[Pd].CO>[CH:32]1([N:25]([CH:26]2[CH2:31][CH2:30][CH2:29][CH2:28][CH2:27]2)[C:23](=[O:24])[NH:22][C:20]2[S:21][C:17]([CH2:16][N:13]3[CH2:14][CH2:15][CH:11]([C:9]([OH:10])=[O:8])[CH2:12]3)=[CH:18][N:19]=2)[CH2:33][CH2:34][CH2:35][CH2:36][CH2:37]1. Procedure details: 1-[2-(3,3-Dicyclohexyl-ureido)-thiazol-5-ylmethyl]-pyrrolidine-3-carboxylic acid benzyl ester (30 mg, 0.057 mmol) was combined with palladium on carbon (20 mg) in MeOH. Vacuum was applied to degas the mixture. The reaction was subjected to hydrogen and vigorous stirring until no ester could be detected (24 h). After filtering and concentration, the pure acid was obtained by trituration.